From a dataset of the Open Reaction Database (ORD), a public repository of structured organic reaction records. describe an organic reaction: reactants, conditions, products, and yield The reactants are FC1=C(C=CC(=C1)[N+](=O)[O-])N1CCSCC1 (4-(2-fluoro-4-nitrophenyl)thiomorpholine), S(=O)([O-])S(=O)[O-].[Na+].[Na+] (sodium hydrosulfite), amine, [Na+].[Cl-] (NaCl), C(C1=CC=CC=C1)OC(=O)Cl (benzylchloroformate), CN(C1=CC=CC=C1)C (N,N-dimethylaniline), C(=O)(O)[O-].[Na+] (NaHCO3), MeOH ice. Solvent: C1CCOC1 (THF), O (water), C1CCOC1 (THF), CCOC(=O)C.CCCCCC (EtOAc hexane). Run at temperature 0 celsius, time 15 minute. The product is FC1=C(C=CC(=C1)NC(=O)OCC1=CC=CC=C1)N1CCSCC1 (4-[2-fluoro-4-(benzyloxycarbonyl)aminophenyl]thiomorpholine). The yield is 92.7%. As a reaction SMILES: [F:1][C:2]1[CH:7]=[C:6]([N+:8]([O-])=O)[CH:5]=[CH:4][C:3]=1[N:11]1[CH2:16][CH2:15][S:14][CH2:13][CH2:12]1.S(S([O-])=O)([O-])=O.[Na+].[Na+].C([O-])(O)=O.[Na+].[Na+].[Cl-].CN(C)C1C=CC=CC=1.[CH2:41]([O:48][C:49](Cl)=[O:50])[C:42]1[CH:47]=[CH:46][CH:45]=[CH:44][CH:43]=1>C1COCC1.O.CCOC(C)=O.CCCCCC>[F:1][C:2]1[CH:7]=[C:6]([NH:8][C:49]([O:48][CH2:41][C:42]2[CH:47]=[CH:46][CH:45]=[CH:44][CH:43]=2)=[O:50])[CH:5]=[CH:4][C:3]=1[N:11]1[CH2:16][CH2:15][S:14][CH2:13][CH2:12]1 |f:1.2.3,4.5,6.7,12.13|. Reported procedure: The 4-(2-fluoro-4-nitrophenyl)thiomorpholine (3.67 g, 8.255 mmol) was dissolved in THF (75 mL) and then treated with a solution of sodium hydrosulfite (26.4 g, 151.56) in water (150 mL). The reaction was slightly exothermic. After an hour, the reaction was found to be complete by TLC (30% EtOAc/hexane, UV short wave). After cooling to 0° C. in an ice bath, the reaction was quenched with NaHCO3 (25.5 g, 303.12 mmol). Next, the reaction was diluted with pH 7 buffer (500 mL). After this solution wa... The reactants are ice water, ClC1=CC=C(C(=N1)N)N (6-chloropyridine-2,3-diamine), C([O-])([O-])=O.[K+].[K+] (potassium carbonate), BrCC(=O)OCC (ethyl bromoacetate). Run in CN(C)C=O (DMF). Conditions: time 30 minute. The product is NC1=NC(=CC=C1NCC(=O)OCC)Cl (ethyl 2-(2-amino-6-chloropyridin-3-ylamino)acetate). Yield: 45.9%. RXN SMILES: [Cl:1][C:2]1[N:7]=[C:6]([NH2:8])[C:5]([NH2:9])=[CH:4][CH:3]=1.C(=O)([O-])[O-].[K+].[K+].Br[CH2:17][C:18]([O:20][CH2:21][CH3:22])=[O:19]>CN(C=O)C>[NH2:8][C:6]1[C:5]([NH:9][CH2:17][C:18]([O:20][CH2:21][CH3:22])=[O:19])=[CH:4][CH:3]=[C:2]([Cl:1])[N:7]=1 |f:1.2.3|. Procedure: A stirred mixture of 6-chloropyridine-2,3-diamine (E-24) (7.2 g, 50 mol, 1.0 eq) and potassium carbonate (6.9 g, 50 mmol, 1 eq) in DMF (100 mL) was stirred for 30 min and then ethyl bromoacetate (9.2 g, 55 mmol, 1.1 eq) was added, the resulting mixture was stirred at 60-70° C. for 3 h. The reaction was complete based on TLC analysis. The reaction mixture was poured into ice-water (200 mL) and extracted with ethyl acetate (3×100 mL). The combined organic layers were washed with brine, dried over ... The reactants are cyclohexane-1,3-diamine (44e) tert-Butyl N-[(1R,3S)-3-[[5-fluoro-2-[5-fluoro-1-(p-tolylsulfonyl)pyrrolo[2,3-b]pyridin-3-yl]pyrimidin-4-yl]amino]cyclohexyl]carbamate, FC=1C(=NC(=NC1)C1=CN(C2=NC=C(C=C21)F)S(=O)(=O)C2=CC=C(C=C2)C)N[C@@H]2C[C@@H](CCC2)NC(OC(C)(C)C)=O (tert-butyl N-[(1R,3S)-3-[[5-fluoro-2-[5-fluoro-1-(p-tolylsulfonyl)pyrrolo[2,3-b]pyridin-3-yl]pyrimidin-4-yl]amino]cyclohexyl]carbamate), FC(C(=O)O)(F)F (trifluoroacetic acid). Run in ClCCl (dichloromethane). Reaction conditions: time 5 minute. Product: FC=1C(=NC(=NC1)C1=CN(C2=NC=C(C=C21)F)S(=O)(=O)C2=CC=C(C=C2)C)N[C@@H]2C[C@@H](CCC2)N ((1S,3R)—N1-[5-fluoro-2-[5-fluoro-1-(p-tolylsulfonyl)pyrrolo[2,3-b]pyridin-3-yl]pyrimidin-4-yl]cyclohexane-1,3-diamine). Isolated yield 87.4%. Reaction SMILES: [F:1][C:2]1[C:3]([NH:28][C@H:29]2[CH2:34][CH2:33][CH2:32][C@@H:31]([NH:35]C(=O)OC(C)(C)C)[CH2:30]2)=[N:4][C:5]([C:8]2[C:16]3[C:11](=[N:12][CH:13]=[C:14]([F:17])[CH:15]=3)[N:10]([S:18]([C:21]3[CH:26]=[CH:25][C:24]([CH3:27])=[CH:23][CH:22]=3)(=[O:20])=[O:19])[CH:9]=2)=[N:6][CH:7]=1.FC(F)(F)C(O)=O>ClCCl>[F:1][C:2]1[C:3]([NH:28][C@H:29]2[CH2:34][CH2:33][CH2:32][C@@H:31]([NH2:35])[CH2:30]2)=[N:4][C:5]([C:8]2[C:16]3[C:11](=[N:12][CH:13]=[C:14]([F:17])[CH:15]=3)[N:10]([S:18]([C:21]3[CH:22]=[CH:23][C:24]([CH3:27])=[CH:25][CH:26]=3)(=[O:19])=[O:20])[CH:9]=2)=[N:6][CH:7]=1. Reported procedure: 2,3-b]pyridin-3-yl]pyrimidin-4-yl]cyclohexane-1,3-diamine (44e) tert-Butyl N-[(1R,3S)-3-[[5-fluoro-2-[5-fluoro-1-(p-tolylsulfonyl)pyrrolo[2,3-b]pyridin-3-yl]pyrimidin-4-yl]amino]cyclohexyl]carbamate, 44d, (3.7 g, 6.2 mmol) was dissolved in dichloromethane (105 mL) and treated with trifluoroacetic acid (31 mL). After 5 minutes, the volatiles were evaporated under reduced pressure, and the resulting residue was treated with 1N NaOH (75 mL). The resulting precipitate was collected by filtration, wa... Reactants: C1(CCCCC1)C(=O)C1=CC(=C(C=C1)Cl)[N+](=O)[O-] (4-(cyclohexylcarbonyl)-2-nitro-chlorobenzene), CN (methylamine). The product is C1(CCCCC1)C(=O)C1=CC(=C(NC)C=C1)[N+](=O)[O-] (4-(cyclohexylcarbonyl)-2-nitro-N-methyl-aniline). Reaction SMILES: [CH:1]1([C:7]([C:9]2[CH:14]=[CH:13][C:12](Cl)=[C:11]([N+:16]([O-:18])=[O:17])[CH:10]=2)=[O:8])[CH2:6][CH2:5][CH2:4][CH2:3][CH2:2]1.[CH3:19][NH2:20]>>[CH:1]1([C:7]([C:9]2[CH:14]=[CH:13][C:12]([NH:20][CH3:19])=[C:11]([N+:16]([O-:18])=[O:17])[CH:10]=2)=[O:8])[CH2:6][CH2:5][CH2:4][CH2:3][CH2:2]1. Procedure: Prepared analogously to Example 7b from 4-(cyclohexylcarbonyl)-2-nitro-chlorobenzene and methylamine solution. Reactants: C1(CCCCCC1)C(=O)O (cycloheptanecarboxylic acid), C1=CN(C=N1)C(=O)N2C=CN=C2 (CDI), C(CCC)C=1N(C(N(N1)C1=C(C=CC=C1)C(F)(F)F)=O)CC1=CC=C(C=C1)C1=C(C=CC=C1)S(N)(=O)=O (5-n-Butyl-2,4-dihydro-4-[(2'-sulfamoylbiphenyl-4-yl)methyl]-2-[2-(trifluoromethyl)phenyl]-3H-1,2,4-triazol-3-one), C1CCC2=NCCCN2CC1 (DBU). Product: C(CCC)C=1N(C(N(N1)C1=C(C=CC=C1)C(F)(F)F)=O)CC1=CC=C(C=C1)C1=C(C=CC=C1)S(NC(=O)C1CCCCCC1)(=O)=O (5-n-Butyl-4-[[2'-[N-(cycloheptanecarbonyl)sulfamoyl]biphenyl-4-yl]methyl]-2,4-dihydro-2-[2-(trifluoromethyl)phenyl]-3H-1,2,4-triazol-3-one), desired material. Yield: 69.0%. RXN SMILES: [CH:1]1([C:8]([OH:10])=O)[CH2:7][CH2:6][CH2:5][CH2:4][CH2:3][CH2:2]1.C1N=CN(C(N2C=NC=C2)=O)C=1.[CH2:23]([C:27]1[N:28]([CH2:43][C:44]2[CH:49]=[CH:48][C:47]([C:50]3[CH:55]=[CH:54][CH:53]=[CH:52][C:51]=3[S:56](=[O:59])(=[O:58])[NH2:57])=[CH:46][CH:45]=2)[C:29](=[O:42])[N:30]([C:32]2[CH:37]=[CH:36][CH:35]=[CH:34][C:33]=2[C:38]([F:41])([F:40])[F:39])[N:31]=1)[CH2:24][CH2:25][CH3:26].C1CCN2C(=NCCC2)CC1>>[CH2:23]([C:27]1[N:28]([CH2:43][C:44]2[CH:49]=[CH:48][C:47]([C:50]3[CH:55]=[CH:54][CH:53]=[CH:52][C:51]=3[S:56](=[O:59])(=[O:58])[NH:57][C:8]([CH:1]3[CH2:2][CH2:3][CH2:4][CH2:5][CH2:6][CH2:7]3)=[O:10])=[CH:46][CH:45]=2)[C:29](=[O:42])[N:30]([C:32]2[CH:37]=[CH:36][CH:35]=[CH:34][C:33]=2[C:38]([F:41])([F:40])[F:39])[N:31]=1)[CH2:24][CH2:25][CH3:26]. Procedure: The title compound was prepared from cycloheptanecarboxylic acid (2.0 equivalents), CDI (2.0 equivalents), 5-n-butyl-2,4-dihydro-4-[(2'-sulfamoylbiphenyl-4-yl)methyl]-2-[2-(trifluoromethyl)phenyl]-3H-1,2,4-triazol-3-one (from Example 16, Step C) (1.0 equivalent), and DBU (2.0 equivalents) according to the procedure of Example 7, to give a 69% yield of the desired material after flash chromatography, as a glassy solid, mp 146°-149° C., homogeneous by TLC in 95:5 CH2Cl2 --MeOH; mass spectrum (FAB)... Reactants: O=C([O-])[O-], CC#N, O=C(c1ccc(F)c(F)c1)N1CCC1, [K+], [K+], Cc1cnc(NC(=O)c2cc(O)cc(OC(C)CO)c2)s1. The product is Cc1cnc(NC(=O)c2cc(Oc3ccc(C(=O)N4CCC4)cc3F)cc(OC(C)CO)c2)s1. Reaction SMILES: [C:1](=[O:2])([O-:3])[O-:4].[CH3:42][C:43]#[N:44].[F:28][c:29]1[cH:30][c:31]([C:32](=[O:33])[N:34]2[CH2:35][CH2:36][CH2:37]2)[cH:38][cH:39][c:40]1[F:41].[K+:5].[K+:6].[OH:7][c:8]1[cH:9][c:10]([C:11](=[O:12])[NH:13][c:14]2[s:15][c:16]([CH3:19])[cH:17][n:18]2)[cH:20][c:21]([O:23][CH:24]([CH2:25][OH:26])[CH3:27])[cH:22]1>>[O:7]([c:8]1[cH:9][c:10]([C:11](=[O:12])[NH:13][c:14]2[s:15][c:16]([CH3:19])[cH:17][n:18]2)[cH:20][c:21]([O:23][CH:24]([CH2:25][OH:26])[CH3:27])[cH:22]1)[c:40]1[c:29]([F:28])[cH:30][c:31]([C:32](=[O:33])[N:34]2[CH2:35][CH2:36][CH2:37]2)[cH:38][cH:39]1. Starting materials: [K] (potassium), OC1=CC=C(C=C1)C=CC1=CC=C(C=C1)[N+](=O)[O-] (4-hydroxy-4'-nitrostilbene), ICCCCCCO (6-iodo-1-hexanol). Yields the product OCCCCCCOC1=CC=C(C=C1)C=CC1=CC=C(C=C1)[N+](=O)[O-] (4-(6-Hydroxyhexyloxy)-4'-nitrostilbene). Reaction SMILES: [K].[OH:2][C:3]1[CH:8]=[CH:7][C:6]([CH:9]=[CH:10][C:11]2[CH:16]=[CH:15][C:14]([N+:17]([O-:19])=[O:18])=[CH:13][CH:12]=2)=[CH:5][CH:4]=1.I[CH2:21][CH2:22][CH2:23][CH2:24][CH2:25][CH2:26][OH:27]>>[OH:27][CH2:26][CH2:25][CH2:24][CH2:23][CH2:22][CH2:21][O:2][C:3]1[CH:8]=[CH:7][C:6]([CH:9]=[CH:10][C:11]2[CH:16]=[CH:15][C:14]([N+:17]([O-:19])=[O:18])=[CH:13][CH:12]=2)=[CH:5][CH:4]=1 |^1:0|. Procedure: Employing the procedure of Example I(A), 14 g (0.05M) of the potassium salt of 4-hydroxy-4'-nitrostilbene and 14 g (0.06M) of 6-iodo-1-hexanol are reacted. The resultant product is recrystallized from toluene, m.p. 154°-157° C. The reactants are CC1=C(OCC(=O)OCC)C=CC(=C1)CNC=1C=C(C=CC1)C1=CC=C(C=C1)C(F)(F)F (ethyl [2-methyl-4-({[4′-(trifluoromethyl)-1,1′-biphenyl-3-yl]amino}methyl)phenoxy]acetate), N1=CC=CC=C1 (pyridine), C(CC)S(=O)(=O)Cl (1-propanesulfonyl chloride). Reaction conditions: temperature 80 celsius, time 16 hour. The product is CC1=C(OCC(=O)OCC)C=CC(=C1)CN(C=1C=C(C=CC1)C1=CC=C(C=C1)C(F)(F)F)S(=O)(=O)CCC (Ethyl [2-methyl-4-({(propylsulfonyl)[4′-(trifluoromethyl)-1,1′-biphenyl-3-yl]amino}methyl)phenoxy]acetate). Isolated yield 16.2%. Reaction SMILES: [CH3:1][C:2]1[CH:14]=[C:13]([CH2:15][NH:16][C:17]2[CH:18]=[C:19]([C:23]3[CH:28]=[CH:27][C:26]([C:29]([F:32])([F:31])[F:30])=[CH:25][CH:24]=3)[CH:20]=[CH:21][CH:22]=2)[CH:12]=[CH:11][C:3]=1[O:4][CH2:5][C:6]([O:8][CH2:9][CH3:10])=[O:7].N1C=CC=CC=1.[CH2:39]([S:42](Cl)(=[O:44])=[O:43])[CH2:40][CH3:41]>>[CH3:1][C:2]1[CH:14]=[C:13]([CH2:15][N:16]([S:42]([CH2:39][CH2:40][CH3:41])(=[O:44])=[O:43])[C:17]2[CH:18]=[C:19]([C:23]3[CH:24]=[CH:25][C:26]([C:29]([F:31])([F:30])[F:32])=[CH:27][CH:28]=3)[CH:20]=[CH:21][CH:22]=2)[CH:12]=[CH:11][C:3]=1[O:4][CH2:5][C:6]([O:8][CH2:9][CH3:10])=[O:7]. Procedure: To a reactivial containing ethyl [2-methyl-4-({[4′-(trifluoromethyl)-1,1′-biphenyl-3-yl]amino}methyl)phenoxy]acetate (100 mg, 0.225 mmol) was added pyridine (0.321 mL, 3.97 mmol) and 1-propanesulfonyl chloride (25.3 μL, 0.225 mmol). The resulting mixture was stirred in a sealed reactivial at 80° C. for 16 h. The reaction mixture was allowed to cool to room temperature and was partitioned between CH2Cl2 (2×10 mL) and water (10 mL). The organic solution was passed through a hydrophobic frit and th... Yields the product FC=1C=C(CN2C(=NC=C2)C(CC2=CC3=CN(N=C3C(=C2)C)COCC[Si](C)(C)C)NC(OC(C)(C)C)=O)C=C(C1)F ((±)-tert-Butyl 1-(1-(3,5-difluorobenzyl)-1H-imidazol-2-yl)-2-(7-methyl-2-((2-(trimethylsilyl)ethoxy)methyl)-2H-indazol-5-yl)ethylcarbamate). Starting materials: C(C)(C)(C)OC(NC(CC1=CC2=CN(N=C2C(=C1)C)COCC[Si](C)(C)C)C=1NC=CN1)=O (tert-Butyl-1-(1H-imidazol-2-yl)-2-(7-methyl-2-[{2-[trimethylsilyl]ethoxy}methyl]-2H-indazol-5-yl)ethylcarbamate), FC=1C=C(CBr)C=C(C1)F (3,5-difluoro benzyl bromide), C([O-])([O-])=O.[K+].[K+] (potassium carbonate). As a reaction SMILES: [C:1]([O:5][C:6](=[O:33])[NH:7][CH:8]([C:28]1[NH:29][CH:30]=[CH:31][N:32]=1)[CH2:9][C:10]1[CH:18]=[C:17]([CH3:19])[C:16]2[C:12](=[CH:13][N:14]([CH2:20][O:21][CH2:22][CH2:23][Si:24]([CH3:27])([CH3:26])[CH3:25])[N:15]=2)[CH:11]=1)([CH3:4])([CH3:3])[CH3:2].[F:34][C:35]1[CH:36]=[C:37]([CH:40]=[C:41]([F:43])[CH:42]=1)[CH2:38]Br.C(=O)([O-])[O-].[K+].[K+]>CN(C)C=O>[F:34][C:35]1[CH:36]=[C:37]([CH:40]=[C:41]([F:43])[CH:42]=1)[CH2:38][N:32]1[CH:31]=[CH:30][N:29]=[C:28]1[CH:8]([NH:7][C:6](=[O:33])[O:5][C:1]([CH3:4])([CH3:2])[CH3:3])[CH2:9][C:10]1[CH:18]=[C:17]([CH3:19])[C:16]2[C:12](=[CH:13][N:14]([CH2:20][O:21][CH2:22][CH2:23][Si:24]([CH3:25])([CH3:27])[CH3:26])[N:15]=2)[CH:11]=1 |f:2.3.4|. Reported procedure: A mixture of tert-Butyl-1-(1H-imidazol-2-yl)-2-(7-methyl-2-[{2-[trimethylsilyl]ethoxy}methyl]-2H-indazol-5-yl)ethylcarbamate (40 mg, 0.085 mmol), 3,5-difluoro benzyl bromide (11.5 μL, 0.089 mmol, 1.05 equiv) and potassium carbonate (23.5 mg, 0.17 mmol) in dimethylformamide (1.0 mL) was stirred at room temperature for 16 h. The solvents were removed and the residue purified by column chromatography to afford 40.0 mg (79%). Mass spec.: 598.4 (MH)+. Reaction conditions: time 16 hour. Solvent: CN(C=O)C (dimethylformamide).